The task is: describe an organic reaction: reactants, conditions, products, and yield. This data is from the Open Reaction Database (ORD), a public repository of structured organic reaction records. Yields the product COC(=O)CCN(C(=O)c1ccccc1)C(C)(C)C(=O)OC. Reaction SMILES: [C:20]([c:21]1[cH:22][cH:23][cH:24][cH:25][cH:26]1)(=[O:27])[Cl:28].[CH3:1][C:2]([NH:3][CH2:4][CH2:5][C:6](=[O:7])[O:8][CH3:9])([CH3:10])[C:11](=[O:12])[O:13][CH3:14].[Na+:19].[O-:15][C:16]([OH:17])=[O:18]>>[CH3:1][C:2]([N:3]([CH2:4][CH2:5][C:6](=[O:7])[O:8][CH3:9])[C:20]([c:21]1[cH:22][cH:23][cH:24][cH:25][cH:26]1)=[O:27])([CH3:10])[C:11](=[O:12])[O:13][CH3:14]. Reactants: O=C(Cl)c1ccccc1, COC(=O)CCNC(C)(C)C(=O)OC, [Na+], O=C([O-])O. Reactants: CCC(C)=O, COc1ccc(Cl)nn1, NC(N)=S, O. Product: COc1ccc(S)nn1. Reaction SMILES: [CH3:14][C:15]([CH2:16][CH3:17])=[O:18].[Cl:1][c:2]1[n:3][n:4][c:5]([O:8][CH3:9])[cH:6][cH:7]1.[NH2:10][C:11]([NH2:12])=[S:13].[OH2:19]>>[c:2]1([SH:13])[n:3][n:4][c:5]([O:8][CH3:9])[cH:6][cH:7]1. Starting materials: ClCCCCC(=O)C1=CC=2CC3=CC(=CC=C3SC2C=C1)C(CCCCCl)=O (2,7-bis(5-chlorovaleryl)thioxanthene), [I-].[K+] (potassium iodide), C(C=C)NCC=C (diallylamine). Solvent: O1CCCC1 (tetrahydrofuran). Conditions: temperature 120 celsius, time 24 hour. Product: C(C=C)N(CCCCC(=O)C1=CC=2CC3=CC(=CC=C3SC2C=C1)C(CCCCN(CC=C)CC=C)=O)CC=C (2,7-Bis[5-(diallylamino)valeryl]thioxanthene). Reaction SMILES: Cl[CH2:2][CH2:3][CH2:4][CH2:5][C:6]([C:8]1[CH:21]=[CH:20][C:19]2[S:18][C:17]3[C:12](=[CH:13][C:14]([C:22](=[O:28])[CH2:23][CH2:24][CH2:25][CH2:26]Cl)=[CH:15][CH:16]=3)[CH2:11][C:10]=2[CH:9]=1)=[O:7].[I-].[K+].[CH2:31]([NH:34][CH2:35][CH:36]=[CH2:37])[CH:32]=[CH2:33]>O1CCCC1>[CH2:31]([N:34]([CH2:35][CH:36]=[CH2:37])[CH2:2][CH2:3][CH2:4][CH2:5][C:6]([C:8]1[CH:21]=[CH:20][C:19]2[S:18][C:17]3[C:12](=[CH:13][C:14]([C:22](=[O:28])[CH2:23][CH2:24][CH2:25][CH2:26][N:34]([CH2:35][CH:36]=[CH2:37])[CH2:31][CH:32]=[CH2:33])=[CH:15][CH:16]=3)[CH2:11][C:10]=2[CH:9]=1)=[O:7])[CH:32]=[CH2:33] |f:1.2|. Procedure details: A mixture of 22.3 g (0.05 mole) of 2,7-bis(5-chlorovaleryl)thioxanthene, 1 g of potassium iodide, 100 ml of diallylamine and 200 ml of tetrahydrofuran was placed in a Paar bomb and heated to 120°C. with stirring for 24 hours. Upon cooling, the mixture was filtered and the filtrate evaporated to dryness. The resulting residue was dissolved in dilute HCl and extracted with ether. The aqueous portion was made basic, extracted with methylene chloride, dried over magnesium sulfate and filtered. The f... Reactants: C(C1=CC=CC=C1)OC1=CC=C(C=C1)N1C2=CC=CC=C2S(C=2C=CC=CC12)(=O)=O (10-(4-benzyloxyphenyl)phenothiazine 5,5-dioxide), C(=O)[O-].[NH4+] (ammonium formate). Reagents/catalysts: [Pd] (palladium on activated carbon). Solvent: CC(=O)C (acetone). Conditions: time 8 hour. Product: OC1=CC=C(C=C1)N1C2=CC=CC=C2S(C=2C=CC=CC12)(=O)=O (10-(4-Hydroxyphenyl)phenothiazine 5,5-dioxide). Reaction SMILES: C([O:8][C:9]1[CH:14]=[CH:13][C:12]([N:15]2[C:28]3[CH:27]=[CH:26][CH:25]=[CH:24][C:23]=3[S:22](=[O:30])(=[O:29])[C:21]3[C:16]2=[CH:17][CH:18]=[CH:19][CH:20]=3)=[CH:11][CH:10]=1)C1C=CC=CC=1.C([O-])=O.[NH4+]>[Pd].CC(C)=O>[OH:8][C:9]1[CH:14]=[CH:13][C:12]([N:15]2[C:28]3[CH:27]=[CH:26][CH:25]=[CH:24][C:23]=3[S:22](=[O:30])(=[O:29])[C:21]3[C:16]2=[CH:17][CH:18]=[CH:19][CH:20]=3)=[CH:11][CH:10]=1 |f:1.2|. Procedure details: 3.10 g (7.50 mmol) of 10-(4-benzyloxyphenyl)phenothiazine 5,5-dioxide, 2.30 g (35.7 mmol) of 98% ammonium formate and 7.5 g of 10% palladium on activated carbon were heated to boiling under reflux in 225 ml of acetone for 1 hour. After cooling to room temperature, the solution was filtered. The filtrate was concentrated and, after adding 10 ml of methanol, stirred overnight. The solid was filtered off with suction, washed with methanol and dried at 110° C. in a vacuum drying cabinet. 1.47 g (61%... Starting materials: Cl.C(C1=CN=CC=C1)(=O)Cl (Nicotinoyl chloride hydrochloride), C(CC)N=C(NC1=NC(=NC=C1)CCCCCN)N (4-(2-propylguanidino)-2-(5-aminopentyl)pyrimidine). Run in CCO (EtOH), C(C)N(CC)CC (triethylamine). Conditions: time 16 hour. The product is C(CC)N=C(NC1=NC(=NC=C1)CCCCCNC(C1=CN=CC=C1)=O)N (N-[5-(4-[2-propylguanidino]-pyrimid-2-yl)pentyl]nicotinamide). Yield: 5.4%. RXN SMILES: Cl.[C:2](Cl)(=[O:9])[C:3]1[CH:8]=[CH:7][CH:6]=[N:5][CH:4]=1.[CH2:11]([N:14]=[C:15]([NH2:29])[NH:16][C:17]1[CH:22]=[CH:21][N:20]=[C:19]([CH2:23][CH2:24][CH2:25][CH2:26][CH2:27][NH2:28])[N:18]=1)[CH2:12][CH3:13]>CCO.C(N(CC)CC)C>[CH2:11]([N:14]=[C:15]([NH2:29])[NH:16][C:17]1[CH:22]=[CH:21][N:20]=[C:19]([CH2:23][CH2:24][CH2:25][CH2:26][CH2:27][NH:28][C:2](=[O:9])[C:3]2[CH:8]=[CH:7][CH:6]=[N:5][CH:4]=2)[N:18]=1)[CH2:12][CH3:13] |f:0.1|. Procedure: Nicotinoyl chloride hydrochloride (0.2 g.) was added at 0° to a stirred solution of 4-(2-propylguanidino)-2-(5-aminopentyl)pyrimidine (0.2 g.) in EtOH (5 ml.) and triethylamine (2 ml.). The mixture was stirred at room temperature for 16 hours and evaporated to dryness. The residue was partitioned between 2N aqueous HCl and EtOAc and the aqueous phase was then basified with 10N aqueous NaOH and extracted with EtOAc. The extract was dried (MgSO4) and evaporated to dryness. The residual gum was pur... Starting materials: CS(C)=O, OC(CCl)c1ccccc1, [N-]=[N+]=[N-], [Na+], O. Yields the product [N-]=[N+]=NCC(O)c1ccccc1. Reaction SMILES: [CH3:16][S:17]([CH3:18])=[O:19].[Cl:1][CH2:2][CH:3]([OH:4])[c:5]1[cH:6][cH:7][cH:8][cH:9][cH:10]1.[N-:12]=[N+:13]=[N-:14].[Na+:11].[OH2:15]>>[CH2:2]([CH:3]([OH:4])[c:5]1[cH:6][cH:7][cH:8][cH:9][cH:10]1)[N:12]=[N+:13]=[N-:14].